This data is from the Open Reaction Database (ORD), a public repository of structured organic reaction records. The task is: describe an organic reaction: reactants, conditions, products, and yield Reactants: S(O)(O)(=O)=O (sulphuric acid), O (water), C(CCCC)C1=CC=C(C=C1)C1=CC=C(C=C1)C#N (4-pentyl-4'-cyanobiphenyl), solution, [H-].C(C(C)C)[Al+]CC(C)C (diisobutylaluminium hydride). Solvent: C1(=CC=CC=C1)C (toluene), C1(=CC=CC=C1)C (toluene). Conditions: time 8 hour. Yields the product C(CCCC)C1=CC=C(C=C1)C1=CC=C(C=C1)C=O (4-pentyl-4'-biphenylcarboxaldehyde). RXN SMILES: [CH2:1]([C:6]1[CH:11]=[CH:10][C:9]([C:12]2[CH:17]=[CH:16][C:15]([C:18]#N)=[CH:14][CH:13]=2)=[CH:8][CH:7]=1)[CH2:2][CH2:3][CH2:4][CH3:5].[H-].C([Al+]CC(C)C)C(C)C.S(=O)(=O)(O)[OH:31].O>C1(C)C=CC=CC=1>[CH2:1]([C:6]1[CH:11]=[CH:10][C:9]([C:12]2[CH:17]=[CH:16][C:15]([CH:18]=[O:31])=[CH:14][CH:13]=2)=[CH:8][CH:7]=1)[CH2:2][CH2:3][CH2:4][CH3:5] |f:1.2|. Procedure: A solution of 10 g of 4-pentyl-4'-cyanobiphenyl in 150 ml of toluene was treated dropwise at 0° C. with 65 ml of a 1M solution of diisobutylaluminium hydride in toluene while gassing with nitrogen. The reaction mixture was stirred at room temperature overnight, then treated dropwise with 340 ml of 1N sulphuric acid, stirred at room temperature for 1 hour, poured into 1,000 ml of water and then extracted three times with 100 ml of ethyl acetate each time. The combined organic phases were washed t... Conditions: temperature 50 celsius, time 6 hour. Product: C(C)(C)(C)OC(CCOC=1C=CC(=C(C1)C(C=C)O)[N+](=O)[O-])N=C=O (1-[5'-(3"-t-butoxy-carbonylaminopropyloxy)-2'-nitrophenyl]-2-propen-1-ol). The yield is 98.0%. Procedure details: 1-(5'-Hydroxy-2'-nitrophenyl)-2-propen-1-ol (2.0 g) is dissolved in dry dimethylfornamide (100 ml) and thereto are added sodium iodide (1 equivalent) and potassium carbonate and 3-t-butoxycarbonylaminopropyl tosylate (1.5 equivalent). The mixture is stirred at 50° C. for 6 hours, and thereto is added ethyl acetate. The mixture is washed with an aqueous saturated saline solution, dried over sodium sulfate. After distilling off the solvent, the residue is purified with a silica gel column chromato... Reaction SMILES: [OH:1][C:2]1[CH:3]=[CH:4][C:5]([N+:12]([O-:14])=[O:13])=[C:6]([CH:8]([OH:11])[CH:9]=[CH2:10])[CH:7]=1.[I-].[Na+].[C:17](=[O:20])([O-])[O-].[K+].[K+].S(C1C=CC(C)=CC=1)(OCCC[NH:30][C:31]([O:33][C:34]([CH3:37])([CH3:36])[CH3:35])=O)(=O)=O.[C:45](OCC)(=O)[CH3:46]>>[C:34]([O:33][CH:31]([N:30]=[C:17]=[O:20])[CH2:45][CH2:46][O:1][C:2]1[CH:3]=[CH:4][C:5]([N+:12]([O-:14])=[O:13])=[C:6]([CH:8]([OH:11])[CH:9]=[CH2:10])[CH:7]=1)([CH3:35])([CH3:36])[CH3:37] |f:1.2,3.4.5|. The reactants are [I-].[Na+] (sodium iodide), C([O-])([O-])=O.[K+].[K+] (potassium carbonate), S(=O)(=O)(OCCCNC(=O)OC(C)(C)C)C1=CC=C(C)C=C1 (3-t-butoxycarbonylaminopropyl tosylate), OC=1C=CC(=C(C1)C(C=C)O)[N+](=O)[O-] (1-(5'-Hydroxy-2'-nitrophenyl)-2-propen-1-ol), C(C)(=O)OCC (ethyl acetate).